Dataset: the Open Reaction Database (ORD), a public repository of structured organic reaction records. Task: describe an organic reaction: reactants, conditions, products, and yield Yields the product [N+](=O)([O-])C=1OC(=CC1)S(=O)CC(=O)NC1[C@@H]2N(C(=C(CS2)CSC2=NN=C(S2)C)C(=O)O)C1=O (7-[2-(2-nitrofuran-5-ylsulfinyl)acetamido]-3-(2-methyl-1,3,4-thiadiazol-5-ylthiomethyl)-3-cephem-4-carboxylic acid). As a reaction SMILES: [N+:1]([C:4]1[O:5][C:6]([S:9]([CH2:11][C:12]([OH:14])=O)=[O:10])=[CH:7][CH:8]=1)([O-:3])=[O:2].[NH2:15][CH:16]1[C:34](=[O:35])[N:18]2[C:19]([C:31]([OH:33])=[O:32])=[C:20]([CH2:23][S:24][C:25]3[S:29][C:28]([CH3:30])=[N:27][N:26]=3)[CH2:21][S:22][C@H:17]12>>[N+:1]([C:4]1[O:5][C:6]([S:9]([CH2:11][C:12]([NH:15][CH:16]2[C:34](=[O:35])[N:18]3[C:19]([C:31]([OH:33])=[O:32])=[C:20]([CH2:23][S:24][C:25]4[S:29][C:28]([CH3:30])=[N:27][N:26]=4)[CH2:21][S:22][C@H:17]23)=[O:14])=[O:10])=[CH:7][CH:8]=1)([O-:3])=[O:2]. Procedure details: 438 mg. of 2-(2-nitrofuran-5-ylsulfinyl)acetic acid and 7-amino-3-(2-methyl-1,3,4-thiadiazol-5-ylthiomethyl)-3-cephem-4-carboxylic acid were reacted in the same manner as described in Example 28 and 382 mg. of 7-[2-(2-nitrofuran-5-ylsulfinyl)acetamido]-3-(2-methyl-1,3,4-thiadiazol-5-ylthiomethyl)-3-cephem-4-carboxylic acid were obtained. Starting materials: [N+](=O)([O-])C=1OC(=CC1)S(=O)CC(=O)O (2-(2-nitrofuran-5-ylsulfinyl)acetic acid), NC1[C@@H]2N(C(=C(CS2)CSC2=NN=C(S2)C)C(=O)O)C1=O (7-amino-3-(2-methyl-1,3,4-thiadiazol-5-ylthiomethyl)-3-cephem-4-carboxylic acid). Reactants: Br, O=C(Cl)OCc1ccccc1, CC(C)=O, CC1NCCc2cc(O)c(O)cc21, [Na+], [Na+], O=C([O-])[O-], O. Yields the product NC(=O)OCc1ccccc1. As a reaction SMILES: [BrH:7].[CH2:21]([c:22]1[cH:23][cH:24][cH:25][cH:26][cH:27]1)[O:28][C:29](=[O:30])[Cl:31].[CH3:33][C:34]([CH3:35])=[O:36].[CH3:8][CH:9]1[NH:10][CH2:20][CH2:19][c:12]2[c:11]1[cH:18][c:16]([OH:17])[c:14]([OH:15])[cH:13]2.[Na+:1].[Na+:2].[O-:3][C:4](=[O:5])[O-:6].[OH2:32]>>[NH2:10][C:29]([O:28][CH2:21][c:22]1[cH:23][cH:24][cH:25][cH:26][cH:27]1)=[O:30].